From a dataset of the Open Reaction Database (ORD), a public repository of structured organic reaction records. describe an organic reaction: reactants, conditions, products, and yield Starting materials: Cl (HCl), C(C)OP(=O)(OCC)CC1=CC=C(C(=O)OC)C=C1 (Methyl 4-((diethoxyphosphoryl)methyl)benzoate), C1=CC(=CC=C1C=O)C=O (terepthaldehyde), C[O-].[Na+] (NaOMe). The solvent is C1CCOC1 (THF), C1CCOC1 (THF). Conditions: time 4 hour. Yields the product C1(=CC=C(C=C1)/C=C/C1=CC=C(C(=O)OC)C=C1)/C=C/C1=CC=C(C(=O)OC)C=C1 (Dimethyl 4,4′-((1E,1′E)-1,4-phenylenebis(ethene-2,1-diyl))dibenzoate). Isolated yield 83.7%. RXN SMILES: C(OP([CH2:9][C:10]1[CH:19]=[CH:18][C:13]([C:14]([O:16][CH3:17])=[O:15])=[CH:12][CH:11]=1)(OCC)=O)C.[CH:20]1[C:25]([CH:26]=[O:27])=[CH:24][CH:23]=[C:22]([CH:28]=O)[CH:21]=1.[CH3:30][O-:31].[Na+].Cl>C1COCC1>[C:10]1(/[CH:9]=[CH:9]/[C:10]2[CH:11]=[CH:12][C:13]([C:14]([O:16][CH3:17])=[O:15])=[CH:18][CH:19]=2)[CH:19]=[CH:18][C:13](/[CH:14]=[CH:28]/[C:22]2[CH:21]=[CH:20][C:25]([C:26]([O:31][CH3:30])=[O:27])=[CH:24][CH:23]=2)=[CH:12][CH:11]=1 |f:2.3|. Procedure details: A solution of Methyl 4-((diethoxyphosphoryl)methyl)benzoate (2.02 g, 7.05 mmol) and terepthaldehyde (0.462 g, 3.44 mmol) in THF (12 mL) was added to a suspension of NaOMe (1.12 g, 20.6 mmol) in THF (70 mL). The reaction was stirred under nitrogen for four hours and was then neutralized with 1M HCl. The resulting suspension was filtered, the collected solid was washed with THF, EtOH, and H2O, then allowed to dry under vacuum to give a yellow solid (1.15 g, 2.88 mmol, 84%). Characterization data m... Starting materials: [Na] (sodium), ClC1=C(C=CC=C1C=1N=C(SC1C1=NC(=NC=C1)C=C)C(C)(C)C)NS(=O)(=O)C1=C(C=CC(=C1)F)F (N-{2-chloro-3-[2-(1,1-dimethylethyl)-5-(2-ethenyl-4-pyrimidinyl)-1,3-thiazol-4-yl]phenyl}-2,5-difluorobenzenesulfonamide), CS(=O)O (methane sulfinic acid). Yields the product ClC1=C(C=CC=C1C=1N=C(SC1C1=NC(=NC=C1)CCS(=O)(=O)C)C(C)(C)C)NS(=O)(=O)C1=C(C=CC(=C1)F)F (N-[2-chloro-3-(2-(1,1-dimethylethyl)-5-{2-[2-(methylsulfonyl)ethyl]-4-pyrimidinyl}-1,3-thiazol-4-yl)phenyl]-2,5-difluorobenzenesulfonamide), solid. Isolated yield 82.0%. Reaction SMILES: [Cl:1][C:2]1[C:7]([C:8]2[N:9]=[C:10]([C:21]([CH3:24])([CH3:23])[CH3:22])[S:11][C:12]=2[C:13]2[CH:18]=[CH:17][N:16]=[C:15]([CH:19]=[CH2:20])[N:14]=2)=[CH:6][CH:5]=[CH:4][C:3]=1[NH:25][S:26]([C:29]1[CH:34]=[C:33]([F:35])[CH:32]=[CH:31][C:30]=1[F:36])(=[O:28])=[O:27].[CH3:37][S:38]([OH:40])=[O:39].[Na]>>[Cl:1][C:2]1[C:7]([C:8]2[N:9]=[C:10]([C:21]([CH3:24])([CH3:23])[CH3:22])[S:11][C:12]=2[C:13]2[CH:18]=[CH:17][N:16]=[C:15]([CH2:19][CH2:20][S:38]([CH3:37])(=[O:40])=[O:39])[N:14]=2)=[CH:6][CH:5]=[CH:4][C:3]=1[NH:25][S:26]([C:29]1[CH:34]=[C:33]([F:35])[CH:32]=[CH:31][C:30]=1[F:36])(=[O:27])=[O:28] |^1:40|. Reported procedure: Following a procedure analogous to the procedure described in Example 251 using N-{2-chloro-3-[2-(1,1-dimethylethyl)-5-(2-ethenyl-4-pyrimidinyl)-1,3-thiazol-4-yl]phenyl}-2,5-difluorobenzenesulfonamide (0.135 g, 0.247 mmol) and methane sulfinic acid, sodium salt (0.126 g, 1.234 mmol), the title compound was obtained as a solid (127 mg, 82% yield). 1H NMR (400 MHz, DMSO-d6) d ppm 10.72 (s, 1H), 8.54 (d, J=5.49 Hz, 1H), 7.52 (m, 3H), 7.44 (m, 2H), 6.48 (d, J=5.49 Hz, 1H), 3.54 (m, 2H), 3.28 (m, 2H)... Starting materials: CC1(C)CCCC=C1c1ccc(C(=O)O)cc1, c1ccc2c(c1)Cn1cccc1CN2. Yields the product CC1(C)CCCC=C1c1ccc(C(=O)N2Cc3cccn3Cc3ccccc32)cc1. Reaction SMILES: [CH3:1][C:2]1([CH3:17])[CH2:3][CH2:4][CH2:5][CH:6]=[C:7]1[c:8]1[cH:9][cH:10][c:11]([C:12](=[O:13])[OH:14])[cH:15][cH:16]1.[cH:18]1[cH:19][cH:20][n:21]2[c:22]1[CH2:23][NH:24][c:25]1[c:26]([cH:28][cH:29][cH:30][cH:31]1)[CH2:27]2>>[CH3:1][C:2]1([CH3:17])[CH2:3][CH2:4][CH2:5][CH:6]=[C:7]1[c:8]1[cH:9][cH:10][c:11]([C:12](=[O:14])[N:24]2[CH2:23][c:22]3[cH:18][cH:19][cH:20][n:21]3[CH2:27][c:26]3[c:25]2[cH:31][cH:30][cH:29][cH:28]3)[cH:15][cH:16]1. The product is Cc1ccccc1N1CCc2nnc3ccccc3c21. Reactants: CCOCC, ClCCc1nnc2ccccc2c1Cl, Cc1ccccc1N, C1COCCO1. As a reaction SMILES: [CH3:23][CH2:24][O:25][CH2:26][CH3:27].[Cl:1][c:2]1[c:3]([CH2:12][CH2:13][Cl:14])[n:4][n:5][c:6]2[cH:7][cH:8][cH:9][cH:10][c:11]12.[NH2:15][c:16]1[c:17]([CH3:22])[cH:18][cH:19][cH:20][cH:21]1.[O:28]1[CH2:29][CH2:30][O:31][CH2:32][CH2:33]1>>[c:2]12[c:3]([n:4][n:5][c:6]3[cH:7][cH:8][cH:9][cH:10][c:11]13)[CH2:12][CH2:13][N:15]2[c:16]1[c:17]([CH3:22])[cH:18][cH:19][cH:20][cH:21]1. The reactants are ( D ), BrC1=CC=C2C=NC(=NN21)NC2=C(C=C(C=C2)N2CCC(CC2)N2CCN(CC2)C)OC ((7-Bromo-pyrrolo[2,1-f][1,2,4]triazin-2-yl)-{2-methoxy-4-[4-(4-methyl-piperazin-1-yl)-piperidin-1-yl]-phenyl}-amine), C(C)(C)(C)NS(=O)(=O)C=1C=C(C=CC1)B(O)O (3-t-Butylsulfamoylphenylboronic acid). The product is C(C)(C)(C)NS(=O)(=O)C1=CC(=CC=C1)C1=CC=C2C=NC(=NN21)NC2=C(C=C(C=C2)N2CCC(CC2)N2CCN(CC2)C)OC (N-tert-Butyl-3-(2-{2-methoxy-4-[4-(4-methyl-piperazin-1-yl)-piperidin-1-yl]-phenylamino}-pyrrolo[2,1-f][1,2,4]triazin-7-yl)-benzenesulfonamide). Yield: 50.6%. RXN SMILES: Br[C:2]1[N:10]2[C:5]([CH:6]=[N:7][C:8]([NH:11][C:12]3[CH:17]=[CH:16][C:15]([N:18]4[CH2:23][CH2:22][CH:21]([N:24]5[CH2:29][CH2:28][N:27]([CH3:30])[CH2:26][CH2:25]5)[CH2:20][CH2:19]4)=[CH:14][C:13]=3[O:31][CH3:32])=[N:9]2)=[CH:4][CH:3]=1.[C:33]([NH:37][S:38]([C:41]1[CH:42]=[C:43](B(O)O)[CH:44]=[CH:45][CH:46]=1)(=[O:40])=[O:39])([CH3:36])([CH3:35])[CH3:34]>>[C:33]([NH:37][S:38]([C:41]1[CH:42]=[CH:43][CH:44]=[C:45]([C:2]2[N:10]3[C:5]([CH:6]=[N:7][C:8]([NH:11][C:12]4[CH:17]=[CH:16][C:15]([N:18]5[CH2:23][CH2:22][CH:21]([N:24]6[CH2:29][CH2:28][N:27]([CH3:30])[CH2:26][CH2:25]6)[CH2:20][CH2:19]5)=[CH:14][C:13]=4[O:31][CH3:32])=[N:9]3)=[CH:4][CH:3]=2)[CH:46]=1)(=[O:40])=[O:39])([CH3:36])([CH3:34])[CH3:35]. Procedure details: Following the procedure of example 532 (D), (7-Bromo-pyrrolo[2,1-f][1,2,4]triazin-2-yl)-{2-methoxy-4-[4-(4-methyl-piperazin-1-yl)-piperidin-1-yl]-phenyl}-amine (0.050 g, 0.00010 mol) and 3-t-Butylsulfamoylphenylboronic acid (0.028 g, 0.00011 mol) were reacted. Purification by prep plate chromatography gave N-tert-Butyl-3-(2-{2-methoxy-4-[4-(4-methyl-piperazin-1-yl)-piperidin-1-yl]-phenylamino}-pyrrolo[2,1-f][1,2,4]triazin-7-yl)-benzenesulfonamide as a tan solid (0.032 g, 51%). MP: 214-216° C.; 1... Reactants: NC1=NC=2C=C(C=NC2C2=C1N=C(N2CC(C)(O)C)COCC)Br (1-[4-amino-7-bromo-2-(ethoxymethyl)-1H-imidazo[4,5-c][1,5]naphthyridin-1-yl]-2-methylpropan-2-ol), C1(=CC=CC=C1)B(O)O (phenylboronic acid), C([O-])([O-])=O.[K+].[K+] (potassium carbonate), COCCOC (DME). Reagents/catalysts: Cl[Pd]([P](C1=CC=CC=C1)(C2=CC=CC=C2)C3=CC=CC=C3)([P](C4=CC=CC=C4)(C5=CC=CC=C5)C6=CC=CC=C6)Cl (dichlorobis(triphenylphosphine)palladium(II)). Run in O (water). Yields the product NC1=NC=2C=C(C=NC2C2=C1N=C(N2CC(C)(O)C)COCC)C2=CC=CC=C2 (1-[4-amino-2-(ethoxymethyl)-7-phenyl-1H-imidazo[4,5-c][1,5]naphthyridin-1-yl]-2-methylpropan-2-ol). Yield: 57.7%. Reaction SMILES: [NH2:1][C:2]1[C:11]2[N:12]=[C:13]([CH2:20][O:21][CH2:22][CH3:23])[N:14]([CH2:15][C:16]([CH3:19])([OH:18])[CH3:17])[C:10]=2[C:9]2[N:8]=[CH:7][C:6](Br)=[CH:5][C:4]=2[N:3]=1.[C:25]1(B(O)O)[CH:30]=[CH:29][CH:28]=[CH:27][CH:26]=1.C(=O)([O-])[O-].[K+].[K+].COCCOC>Cl[Pd](Cl)([P](C1C=CC=CC=1)(C1C=CC=CC=1)C1C=CC=CC=1)[P](C1C=CC=CC=1)(C1C=CC=CC=1)C1C=CC=CC=1.O>[NH2:1][C:2]1[C:11]2[N:12]=[C:13]([CH2:20][O:21][CH2:22][CH3:23])[N:14]([CH2:15][C:16]([CH3:19])([OH:18])[CH3:17])[C:10]=2[C:9]2[N:8]=[CH:7][C:6]([C:25]3[CH:30]=[CH:29][CH:28]=[CH:27][CH:26]=3)=[CH:5][C:4]=2[N:3]=1 |f:2.3.4,^1:48,67|. Procedure: A suspension of 1-[4-amino-7-bromo-2-(ethoxymethyl)-1H-imidazo[4,5-c][1,5]naphthyridin-1-yl]-2-methylpropan-2-ol (1.55 g, 3.93 mmol), phenylboronic acid (0.575 g, 4.72 mmol), potassium carbonate (1.79 g, 13.0 mmol), dichlorobis(triphenylphosphine)palladium(II)(0.028 g, 0.039 mmol), DME (13 mL), and water (7 mL) was stirred under a nitrogen atmosphere and then heated at reflux for 61 hours and allowed to cool to room temperature. The volatiles were removed under reduced pressure. The residue was ... Starting materials: O=C([O-])[O-], ClC(Cl)(Cl)Cl, CCOC(=O)C(CC)C(=O)OCC, CCCC[N+](CCCC)(CCCC)CCCC, [Cl-], [K+], [K+], O. Yields the product CCOC(=O)C(C(=O)OCC)C(C)Cl. RXN SMILES: [C:14](=[O:15])([O-:16])[O-:17].[C:20]([Cl:21])([Cl:22])([Cl:23])[Cl:24].[CH2:1]([CH3:2])[CH:3]([C:4](=[O:5])[O:6][CH2:7][CH3:8])[C:9](=[O:10])[O:11][CH2:12][CH3:13].[CH2:27]([N+:28]([CH2:29][CH2:30][CH2:31][CH3:32])([CH2:33][CH2:34][CH2:35][CH3:36])[CH2:37][CH2:38][CH2:39][CH3:40])[CH2:41][CH2:42][CH3:43].[Cl-:26].[K+:18].[K+:19].[OH2:25]>>[CH:1]([CH3:2])([CH:3]([C:4](=[O:5])[O:6][CH2:7][CH3:8])[C:9](=[O:10])[O:11][CH2:12][CH3:13])[Cl:21]. RXN SMILES: [CH3:1][N:2]([CH2:14][CH2:15][CH:16]=[O:17])[C:3]([NH:5][C:6]1[S:7][C:8]([CH:11]2[CH2:13][CH2:12]2)=[N:9][N:10]=1)=[O:4].Cl>O>[CH:11]1([C:8]2[S:7][C:6]([N:5]3[CH:16]([OH:17])[CH2:15][CH2:14][N:2]([CH3:1])[C:3]3=[O:4])=[N:10][N:9]=2)[CH2:12][CH2:13]1. Solvent: O (water). Starting materials: dimethyl acetal, CN(C(=O)NC=1SC(=NN1)C1CC1)CCC=O (3-[1-methyl-3-(5-cyclopropyl-1,3,4-thiadiazol-2-yl)ureido]propionaldehyde), Cl (hydrochloric acid). Yields the product C1(CC1)C1=NN=C(S1)N1C(N(CCC1O)C)=O (tetrahydro-1-(5-cyclopropyl-1,3,4-thiadiazol-2-yl)-3-methyl-6-hydroxy-2(1H)-pyrimidinone). Procedure details: The dimethyl acetal of 3-[1-methyl-3-(5-cyclopropyl-1,3,4-thiadiazol-2-yl)ureido]propionaldehyde (15 grams), water (400 ml) and hydrochloric acid (4 ml) are charged into a glass reaction vessel equipped with a mechanical stirrer, thermometer and reflux condenser. The reaction mixture is heated at reflux for a period of about 15 minutes. The reaction mixture is then filtered while hot and the filtrate is cooled to form a precipitate. The precipitate is recovered by filtration, is dried and is rec... Reactants: Nc1nc(F)ccc1C(=O)O, O=C1Nc2ccccc2C1=O. Yields the product Nc1ncccc1C(=O)O. As a reaction SMILES: [NH2:12][c:13]1[n:14][c:15]([F:22])[cH:16][cH:17][c:18]1[C:19](=[O:20])[OH:21].[O:1]=[C:2]1[C:3](=[O:4])[c:5]2[c:6]([cH:7][cH:8][cH:9][cH:10]2)[NH:11]1>>[NH2:12][c:13]1[n:14][cH:15][cH:16][cH:17][c:18]1[C:19](=[O:20])[OH:21].